This data is from the Open Reaction Database (ORD), a public repository of structured organic reaction records. The task is: describe an organic reaction: reactants, conditions, products, and yield Reactants: C(C)OC(C(CCC(=O)OCC)N1CC=2C=CC=C(CN(CCN(CC1)CC(=O)OCC)CC(=O)OCC)N2)=O (2-(6,9-Bisethoxycarbonylmethyl-3,6,9,15-tetraazabicyclo[9.3.1]pentadeca-1(15),11,13-trien-3-yl)pentanedioic acid diethyl ester), [OH-].[Na+] (sodium hydroxide). The solvent is C(C)O (ethanol), O (water). The product is C(=O)(O)CN1CCN(CC=2C=CC=C(CN(CC1)CC(=O)O)N2)C(C(=O)O)CCC(=O)O (2-(6,9-Biscarboxymethyl-3,6,9,15-tetraazabicyclo[9.3.1]pentadeca-1(15),11,13-trien-3-yl)pentanedioic acid). The yield is 60.0%. As a reaction SMILES: C([O:3][C:4](=[O:40])[CH:5]([N:13]1[CH2:26][CH2:25][N:24]([CH2:27][C:28]([O:30]CC)=[O:29])[CH2:23][CH2:22][N:21]([CH2:33][C:34]([O:36]CC)=[O:35])[CH2:20][C:19]2[N:39]=[C:15]([CH:16]=[CH:17][CH:18]=2)[CH2:14]1)[CH2:6][CH2:7][C:8]([O:10]CC)=[O:9])C.[OH-].[Na+]>C(O)C.O>[C:28]([CH2:27][N:24]1[CH2:23][CH2:22][N:21]([CH2:33][C:34]([OH:36])=[O:35])[CH2:20][C:19]2[N:39]=[C:15]([CH:16]=[CH:17][CH:18]=2)[CH2:14][N:13]([CH:5]([CH2:6][CH2:7][C:8]([OH:10])=[O:9])[C:4]([OH:40])=[O:3])[CH2:26][CH2:25]1)([OH:30])=[O:29] |f:1.2|. Reported procedure: 15 mg of the compound obtained in stage 2 (26.5 μmol) are dissolved in 40 μl of ethanol and 53 μl of 5N sodium hydroxide are added dropwise rapidly. The mixture is brought to reflux for 24 h. The reaction medium is diluted 10-fold with water and the pH is then adjusted to 6.5 by adding weakly acidic resin. The resin is filtered off and washed with water. A strongly basic resin is added to the filtrate and then filtered off and washed twice with water. The product is eluted with 50% acetic acid. ... The reactants are N1N=CN=C1 (1H-1,2,4-triazole), [OH-].C(CCC)[N+](CCCC)(CCCC)CCCC (tetrabutylammonium hydroxide). The solvent is aqueous solution. The product is N1N=CN=C1.C(CCC)[N+](CCCC)(CCCC)CCCC (tetrabutylammonium 1H-1,2,4-triazole). As a reaction SMILES: [NH:1]1[CH:5]=[N:4][CH:3]=[N:2]1.[OH-].[CH2:7]([N+:11]([CH2:20][CH2:21][CH2:22][CH3:23])([CH2:16][CH2:17][CH2:18][CH3:19])[CH2:12][CH2:13][CH2:14][CH3:15])[CH2:8][CH2:9][CH3:10]>>[NH:1]1[CH:5]=[N:4][CH:3]=[N:2]1.[CH2:20]([N+:11]([CH2:7][CH2:8][CH2:9][CH3:10])([CH2:12][CH2:13][CH2:14][CH3:15])[CH2:16][CH2:17][CH2:18][CH3:19])[CH2:21][CH2:22][CH3:23] |f:1.2,3.4|. Procedure details: 7 g of 1H-1,2,4-triazole were dissolved in 65 g of a commercial 40% aqueous solution of tetrabutylammonium hydroxide. The mixture was evaporated in vacuo and 50 ml portions of toluene were added several times to remove the water obtained azeotropically. Finally the viscous product was dried in high vacuum until constant in weight. There was obtained 31.5 g of a yellowish, viscous mass. Starting materials: NaO2Cl, C(=O)C1=C(N(C2=CC=C(C=C12)NC(=O)C1CCCC1)CCCC(NS(=O)(=O)C(F)(F)F)=O)COC1=CC2=CC=CC=C2C=C1 (N-[3-formyl-2-[(2-naphthyloxy)methyl]-1-(4-oxo-4-{[(trifluoromethyl)sulfonyl]amino}butyl)-1H-indol-5-yl]cyclopentanecarboxamide), NaH2PO4, C(C)(C)(C)O (t-butyl alcohol), CC(C)=CC (2-methyl-2-butene). Run in O (water). Run at temperature 60 celsius, time 8 hour. Product: C1(CCCC1)C(=O)NC=1C=C2C(=C(N(C2=CC1)CCCC(NS(=O)(=O)C(F)(F)F)=O)COC1=CC2=CC=CC=C2C=C1)C(=O)O (5-[(cyclopentylcarbonyl)amino]-2-[(2-naphthyloxy)methyl]-1-(4-oxo-4-{[(trifluoromethyl)sulfonyl]amino}butyl)-1H-indole-3-carboxylic acid). Isolated yield 57.0%. Reaction SMILES: [CH:1]([C:3]1[C:11]2[C:6](=[CH:7][CH:8]=[C:9]([NH:12][C:13]([CH:15]3[CH2:19][CH2:18][CH2:17][CH2:16]3)=[O:14])[CH:10]=2)[N:5]([CH2:20][CH2:21][CH2:22][C:23](=[O:32])[NH:24][S:25]([C:28]([F:31])([F:30])[F:29])(=[O:27])=[O:26])[C:4]=1[CH2:33][O:34][C:35]1[CH:44]=[CH:43][C:42]2[C:37](=[CH:38][CH:39]=[CH:40][CH:41]=2)[CH:36]=1)=[O:2].C([OH:49])(C)(C)C.CC(=CC)C>O>[CH:15]1([C:13]([NH:12][C:9]2[CH:10]=[C:11]3[C:6](=[CH:7][CH:8]=2)[N:5]([CH2:20][CH2:21][CH2:22][C:23](=[O:32])[NH:24][S:25]([C:28]([F:29])([F:30])[F:31])(=[O:27])=[O:26])[C:4]([CH2:33][O:34][C:35]2[CH:44]=[CH:43][C:42]4[C:37](=[CH:38][CH:39]=[CH:40][CH:41]=4)[CH:36]=2)=[C:3]3[C:1]([OH:49])=[O:2])=[O:14])[CH2:16][CH2:17][CH2:18][CH2:19]1. Procedure: The product of Step 1, Example 53B (1 eq) was weighed into a flask along with NaH2PO4 (12 eq), t-butyl alcohol (0.12 M), water (0.12 M), 2-methyl-2-butene (50 eq) and to this mixture was added NaO2Cl (11.8 eq) at 25° C. Reaction mixture was then heated at 60° C., 3 h and left overnight at 25° C. Workup with ethyl acetate/water followed by chromatographic purification and triturations with CH2Cl2/hexane (1:1) afforded the desired product in 57% yield. Reactants: C1(=CC=CC=C1)[Mg]Br (phenylmagnesium bromide), O=C1C=2C=CC(=NC2CCC1)C (5-keto-5,6,7,8-tetrahydroquinaldine), [Cl-].[NH4+] (ammonium chloride), N1C(C)CCC2=CC=CC=C12 (tetrahydroquinaldine). Run in C(C)OCC (diethyl ether), C(C)OCC (diethyl ether), Cl (hydrochloric acid). Product: OC1(C=2C=CC(=NC2CCC1)C)C1=CC=CC=C1 (5-hydroxy-5-phenyl-5,6,7,8-tetrahydroquinaldine). RXN SMILES: [C:1]1([Mg]Br)[CH:6]=[CH:5][CH:4]=[CH:3][CH:2]=1.[O:9]=[C:10]1[CH2:19][CH2:18][CH2:17][C:16]2[N:15]=[C:14]([CH3:20])[CH:13]=[CH:12][C:11]1=2.N1C2C(=CC=CC=2)CCC1C.[Cl-].[NH4+]>C(OCC)C.Cl>[OH:9][C:10]1([C:1]2[CH:6]=[CH:5][CH:4]=[CH:3][CH:2]=2)[CH2:19][CH2:18][CH2:17][C:16]2[N:15]=[C:14]([CH3:20])[CH:13]=[CH:12][C:11]1=2 |f:3.4|. Procedure: To a stirred solution of 0.155 moles of phenylmagnesium bromide in 250 ml of diethyl ether was added dropwise a solution of 2.0 g (0.124 mole) of 5-keto-5,6,7,8-tetrahydroquinaldine in 100 ml of diethyl ether. After all of the tetrahydroquinaldine had been added the mixture was then treated with an excess of a saturated aqueous ammonium chloride solution. The ether layer was separated, dried and evaporated to provide a residue. This residue was dissolved in dilute hydrochloric acid and the aqueo... Starting materials: CCCCCCCCCC(=O)Cl, Cc1ccccc1, CC(C)=O, [N-]=[N+]=[N-], [N-]=[N+]=[N-], [Na+], O. Product: CCCCCCCCCN=C=O. RXN SMILES: [C:1]([CH2:2][CH2:3][CH2:4][CH2:5][CH2:6][CH2:7][CH2:8][CH2:9][CH3:10])([Cl:11])=[O:12].[CH3:20][c:21]1[cH:22][cH:23][cH:24][cH:25][cH:26]1.[CH3:27][C:28]([CH3:29])=[O:30].[N-:14]=[N+:15]=[N-:16].[N-:17]=[N+:18]=[N-:19].[Na+:13].[OH2:31]>>[CH2:2]([CH2:3][CH2:4][CH2:5][CH2:6][CH2:7][CH2:8][CH2:9][CH3:10])[N:17]=[C:28]=[O:30].